Dataset: the Open Reaction Database (ORD), a public repository of structured organic reaction records. Task: describe an organic reaction: reactants, conditions, products, and yield Yield: 397.2%. Yields the product [S]Cl.SC=1SC2=C(N1)C=CC=C2 (Sulfur Monochloride 2-Mercaptobenzothiazole). The solvent is C1(=CC=CC=C1)C (toluene). Procedure: 278.4 gm of the product of Example 1 (0.4 mol.), 133.8 gm of 2-mercaptobenzothiazole (0.8 mol.), 8 gm of Aliquat 336 (phase transfer catalyst obtained from Aldrich Chemical Company: tricaprylylmethyl ammonium chloride), 200 ml caustic solution (32 gm sodium hydroxide dissolved in 200 ml water), and 400 ml toluene were mixed in a 2-liter reactor. The reactants were stirred under reflux for six hours, and then cooled to ambient temperature. The aqueous phase was separated, and the organic phase wa... Reagents/catalysts: CCCCCCCC[N+](C)(CCCCCCCC)CCCCCCCC.[Cl-] (Aliquat 336). As a reaction SMILES: CCCCCCCCCCCCCCCCC=C.[S:19][Cl:20].[SH:21][C:22]1[S:23][C:24]2[CH:30]=[CH:29][CH:28]=[CH:27][C:25]=2[N:26]=1>CCCCCCCC[N+](CCCCCCCC)(CCCCCCCC)C.[Cl-].C1(C)C=CC=CC=1>[S:19][Cl:20].[SH:21][C:22]1[S:23][C:24]2[CH:30]=[CH:29][CH:28]=[CH:27][C:25]=2[N:26]=1 |f:0.1,3.4,6.7,^1:18,64|. Starting materials: CCCCCCCCCCCCCCCCC=C.[S]Cl (Octadecene-1 Sulfur Monochloride), SC=1SC2=C(N1)C=CC=C2 (2-mercaptobenzothiazole), caustic solution. Reactants: CNC1=CC=CC=C1 (N-methylaniline), CC1N(CCC2=CC=CC=C12)C1=C2C(NC(=N1)Cl)=CC=C2 (4-(1-methyl-1,2,3,4-tetrahydroisoquinolin-2-yl)-2-chlorocyclopenta[d]pyrimidine). The solvent is CN(C=O)C (dimethylformamide). Product: Cl.CN(C1=NC(=C2C(N1)=CC=C2)N2C(C1=CC=CC=C1CC2)C)C2=CC=CC=C2 (2-(N-methylphenylamino)-4-(1-methyl-1,2,3,4-tetrahydroisoquinolin-2-yl)cyclopenta[d]pyrimidine hydrochloride). The yield is 29.1%. Reaction SMILES: [CH3:1][NH:2][C:3]1[CH:8]=[CH:7][CH:6]=[CH:5][CH:4]=1.[CH3:9][CH:10]1[C:19]2[C:14](=[CH:15][CH:16]=[CH:17][CH:18]=2)[CH2:13][CH2:12][N:11]1[C:20]1[N:25]=[C:24]([Cl:26])[NH:23][C:22]2=[CH:27][CH:28]=[CH:29][C:21]=12>CN(C)C=O>[ClH:26].[CH3:1][N:2]([C:3]1[CH:8]=[CH:7][CH:6]=[CH:5][CH:4]=1)[C:24]1[NH:23][C:22]2=[CH:27][CH:28]=[CH:29][C:21]2=[C:20]([N:11]2[CH2:12][CH2:13][C:14]3[C:19](=[CH:18][CH:17]=[CH:16][CH:15]=3)[CH:10]2[CH3:9])[N:25]=1 |f:3.4|. Procedure: After N-methylaniline(0.20 ml, 1.90 mmol) was added to a mixture solution of 4-(1-methyl-1,2,3,4-tetrahydroisoquinolin-2-yl)-2-chlorocyclopenta[d]pyrimidine (0.51 g, 1.70 mmol) and dimethylformamide(5 ml), 0.20 g of the titled compound was obtained in accordance with the same procedure as in Step 2 of Example 1. Reactants: CC(=O)OC1c2ccccc2Oc2ccccc21, CN(C)CC1CCCCN1, Cc1ccccc1. Product: CN(C)CC1CCCCN1C1c2ccccc2Oc2ccccc21. Reaction SMILES: [C:1]([O:2][CH:5]1[c:6]2[cH:7][cH:8][cH:9][cH:10][c:11]2[O:12][c:13]2[cH:14][cH:15][cH:16][cH:17][c:18]21)(=[O:3])[CH3:4].[CH3:19][N:20]([CH3:21])[CH2:22][CH:23]1[NH:24][CH2:25][CH2:26][CH2:27][CH2:28]1.[CH3:29][c:30]1[cH:31][cH:32][cH:33][cH:34][cH:35]1>>[CH:5]1([N:24]2[CH:23]([CH2:22][N:20]([CH3:19])[CH3:21])[CH2:28][CH2:27][CH2:26][CH2:25]2)[c:6]2[cH:7][cH:8][cH:9][cH:10][c:11]2[O:12][c:13]2[cH:14][cH:15][cH:16][cH:17][c:18]21. The product is C(C)(C)(C)OC(=O)N1CCC(CC1)OC=1C=C2C=CN=CC2=CC1 (4-(Isoquinolin-6-yloxy)-piperidine-1-carboxylic acid-tert-butylester). Isolated yield 76.4%. Run at temperature 80 celsius. RXN SMILES: [C:1]([O:5][C:6]([N:8]1[CH2:13][CH2:12][CH:11]([OH:14])[CH2:10][CH2:9]1)=[O:7])([CH3:4])([CH3:3])[CH3:2].[H-].[Na+].F[C:18]1[CH:19]=[C:20]2[C:25](=[CH:26][CH:27]=1)[CH:24]=[N:23][CH:22]=[CH:21]2>CC(N(C)C)=O>[C:1]([O:5][C:6]([N:8]1[CH2:13][CH2:12][CH:11]([O:14][C:18]2[CH:19]=[C:20]3[C:25](=[CH:26][CH:27]=2)[CH:24]=[N:23][CH:22]=[CH:21]3)[CH2:10][CH2:9]1)=[O:7])([CH3:4])([CH3:2])[CH3:3] |f:1.2|. The reactants are [H-].[Na+] (sodium hydride), C(C)(C)(C)OC(=O)N1CCC(CC1)O (4-hydroxy-piperidine-1-carboxylic acid-tert-butylester), FC=1C=C2C=CN=CC2=CC1 (6-Fluoro-isoquinoline). Solvent: CC(=O)N(C)C (dimethyl acetamide), CC(=O)N(C)C (dimethyl acetamide). Reported procedure: 7.49 g of 4-hydroxy-piperidine-1-carboxylic acid-tert-butylester were dissolved in 20 mL of dry dimethyl acetamide. 1.49 g of sodium hydride (60%) were added. Then a solution of 3.65 g of 6-fluoroisoquinoline (3) in dimethyl acetamide was added dropwise. The solution was heated at 80° C. for 2 hours, then the solvent was removed and the residue was taken up in dichloromethane. The organic layer was extracted twice with water and then with brine, dried over magnesium sulfate and evaporated to dry... Starting materials: ClC=1C=C2C=C(N(C2=CC1)C)CCCCCC (5-Chloro-2-hexyl-1-methyl-1H-indole), [Cl-].C[Al+]C (dimethyl aluminum chloride), ClC(C[C@H](CC(=O)OC)C)=O ((S)-methyl 5-chloro-3-methyl-5-oxopentanoate), [Cl-].[NH4+] (ammonium chloride). Run in C(Cl)Cl (methylene chloride), C(Cl)Cl (methylene chloride), C(C)(=O)OCC (ethyl acetate). Conditions: time 30 minute. The product is COC(C[C@@H](CC(=O)C1=C(N(C2=CC=C(C=C12)Cl)C)CCCCCC)C)=O (Methyl-5-(5-chloro-2-hexyl-1-methyl-1H-indol-3-yl)-3-(R)-methyl-5-oxopentanoate). Reaction SMILES: [Cl:1][C:2]1[CH:3]=[C:4]2[C:8](=[CH:9][CH:10]=1)[N:7]([CH3:11])[C:6]([CH2:12][CH2:13][CH2:14][CH2:15][CH2:16][CH3:17])=[CH:5]2.[Cl-].C[Al+]C.Cl[C:23](=[O:32])[CH2:24][C@@H:25]([CH3:31])[CH2:26][C:27]([O:29][CH3:30])=[O:28].[Cl-].[NH4+]>C(Cl)Cl.C(OCC)(=O)C>[CH3:30][O:29][C:27](=[O:28])[CH2:26][C@H:25]([CH3:31])[CH2:24][C:23]([C:5]1[C:4]2[C:8](=[CH:9][CH:10]=[C:2]([Cl:1])[CH:3]=2)[N:7]([CH3:11])[C:6]=1[CH2:12][CH2:13][CH2:14][CH2:15][CH2:16][CH3:17])=[O:32] |f:1.2,4.5|. Procedure details: To the cold solution of 5-Chloro-2-hexyl-1-methyl-1H-indole in methylene chloride was added dimethyl aluminum chloride solution and was stirred for 30 minutes. Then (S)-methyl 5-chloro-3-methyl-5-oxopentanoate in methylene chloride was added to the reaction mixture and was stirred for 3 hours. The reaction mixture was then treated with saturated ammonium chloride and ethyl acetate. The product was purified by column chromatography. The reactants are CC(C#CCC(C)O)(CCCC(CCCC(C)C)C)O (6,10,14-trimethyl-4-pentadecyne-2,6-diol), C(C)(=O)OC(C)=O (acetic anhydride). Run in N1=CC=CC=C1 (pyridine). The product is C(C)(=O)OC(C)CC#CC(CCCC(CCCC(C)C)C)(O)C (2-acetoxy-6,10,14-trimethyl-4-pentadecyn-6-ol). The yield is 94.3%. Reaction SMILES: [CH3:1][C:2]([OH:20])([CH2:9][CH2:10][CH2:11][CH:12]([CH3:19])[CH2:13][CH2:14][CH2:15][CH:16]([CH3:18])[CH3:17])[C:3]#[C:4][CH2:5][CH:6]([OH:8])[CH3:7].[C:21](OC(=O)C)(=[O:23])[CH3:22]>N1C=CC=CC=1>[C:21]([O:8][CH:6]([CH2:5][C:4]#[C:3][C:2]([CH3:1])([OH:20])[CH2:9][CH2:10][CH2:11][CH:12]([CH3:19])[CH2:13][CH2:14][CH2:15][CH:16]([CH3:18])[CH3:17])[CH3:7])(=[O:23])[CH3:22]. Reported procedure: A solution of 230 mg (0.814 mmole) of 6,10,14-trimethyl-4-pentadecyne-2,6-diol (produced in accordance with Example XVI) and 0.25 mL (2.65 mmoles) of acetic anhydride in 0.25 mL of pyridine (A.C.S. reagent-grade, purchased from Aldrich Chemical Co., Milwaukee, Wis.) was stirred, while being maintained under a nitrogen atmosphere, at room temperature for 8 hours. After destroying excess acetic anhydride by addition of 10 mL of icecold 1M aqueous sodium hydroxide, the mixture was diluted with 20 m... Reactants: ClCCl, COc1ccc2c(c1)NC(=O)C21CCCNC1CN. Reaction SMILES: [Cl:20][CH2:21][Cl:22].[NH2:1][CH2:2][CH:3]1[NH:4][CH2:5][CH2:6][CH2:7][C:8]12[C:9](=[O:19])[NH:10][c:11]1[cH:12][c:13]([O:17][CH3:18])[cH:14][cH:15][c:16]12>>[N:1]1=[CH:21][N:4]2[CH:3]([CH2:2]1)[C:8]1([CH2:7][CH2:6][CH2:5]2)[C:9](=[O:19])[NH:10][c:11]2[cH:12][c:13]([O:17][CH3:18])[cH:14][cH:15][c:16]21. Product: COc1ccc2c(c1)NC(=O)C21CCCN2C=NCC21.